Dataset: the Open Reaction Database (ORD), a public repository of structured organic reaction records. Task: describe an organic reaction: reactants, conditions, products, and yield The reactants are ClC1=CC(=C(C=C1)C(CC(=O)C1=CN(C(C=C1)=O)C)C1=CC=C(C(=O)NCCS(=O)(=O)C)C=C1)C (4-(1-(4-chloro-2-methylphenyl)-3-(1-methyl-6-oxo-1,6-dihydropyridin-3-yl)-3-oxopropyl)-N-(2-(methylsulfonyl)ethyl)benzamide), Cl.NO (hydroxylamine hydrochloride), C(O)([O-])=O.[Na+] (sodium hydrogencarbonate). Product: ClC1=CC(=C(C=C1)C(C\C(\C1=CN(C(C=C1)=O)C)=N/O)C1=CC=C(C(=O)NCCS(=O)(=O)C)C=C1)C ((E)-4-(1-(4-Chloro-2-methylphenyl)-3-(hydroxyimino)-3-(1-methyl-6-oxo-1,6-dihydropyridin-3-yl)propyl)-N-(2-(methylsulfonyl)ethyl)benzamide). RXN SMILES: [Cl:1][C:2]1[CH:7]=[CH:6][C:5]([CH:8]([C:20]2[CH:34]=[CH:33][C:23]([C:24]([NH:26][CH2:27][CH2:28][S:29]([CH3:32])(=[O:31])=[O:30])=[O:25])=[CH:22][CH:21]=2)[CH2:9][C:10]([C:12]2[CH:17]=[CH:16][C:15](=[O:18])[N:14]([CH3:19])[CH:13]=2)=O)=[C:4]([CH3:35])[CH:3]=1.Cl.[NH2:37][OH:38].C(=O)([O-])O.[Na+]>>[Cl:1][C:2]1[CH:7]=[CH:6][C:5]([CH:8]([C:20]2[CH:21]=[CH:22][C:23]([C:24]([NH:26][CH2:27][CH2:28][S:29]([CH3:32])(=[O:30])=[O:31])=[O:25])=[CH:33][CH:34]=2)[CH2:9]/[C:10](=[N:37]\[OH:38])/[C:12]2[CH:17]=[CH:16][C:15](=[O:18])[N:14]([CH3:19])[CH:13]=2)=[C:4]([CH3:35])[CH:3]=1 |f:1.2,3.4|. Procedure details: In analogy to example 151, step 3, 4-(1-(4-chloro-2-methylphenyl)-3-(1-methyl-6-oxo-1,6-dihydropyridin-3-yl)-3-oxopropyl)-N-(2-(methylsulfonyl)ethyl)benzamide was reacted with hydroxylamine hydrochloride in the presence of sodium hydrogencarbonate to give the title compound as a colourless solid, MS (ESI+): m/z=530.1 [M+H]+. Reactants: IC1=CC=C(C=C1)Cl (p-iodochlorobenzene), C(C#C)O (propargyl alcohol). Reagents/catalysts: Cl[Pd]([P](C1=CC=CC=C1)(C2=CC=CC=C2)C3=CC=CC=C3)([P](C4=CC=CC=C4)(C5=CC=CC=C5)C6=CC=CC=C6)Cl (dichlorobis(triphenylphosphine)palladium), [Cu]I (copper (I) iodide). Solvent: C(C)NCC (diethylamine). Run at time 20 minute. The product is ClC1=CC=C(C=C1)C#CCO (3-(4-chlorophenyl)-prop-2-yn-ol). The yield is 81.8%. RXN SMILES: I[C:2]1[CH:7]=[CH:6][C:5]([Cl:8])=[CH:4][CH:3]=1.[CH2:9]([OH:12])[C:10]#[CH:11]>Cl[Pd](Cl)([P](C1C=CC=CC=1)(C1C=CC=CC=1)C1C=CC=CC=1)[P](C1C=CC=CC=1)(C1C=CC=CC=1)C1C=CC=CC=1.[Cu]I.C(NCC)C>[Cl:8][C:5]1[CH:6]=[CH:7][C:2]([C:11]#[C:10][CH2:9][OH:12])=[CH:3][CH:4]=1 |^1:15,34|. Reported procedure: A suspension of p-iodochlorobenzene [formula (VII), 7.15 g, 30.0 mmol], propargyl alcohol (1.75 mL, 30 mmol), dichlorobis(triphenylphosphine)palladium (II) (0.21 g, 0.3 mmol), copper (I) iodide (29 mg, 0.15 mmol) and diethylamine (50 mL) was stirred under a N2 atmosphere at room temperature and dissolution occurred within 20 min. After 5 h, the diethylamine was removed, and the crude product was partitioned between water and ether. The ether phase was dried (brine), concentrated and flash chroma... Reactants: CCN(C(C)C)C(C)C, O=C(O)c1cccn(-c2ccc(F)cc2)c1=O, COc1ccc(CN2Cc3c(Oc4ccc(N)nc4)ccnc3NC2=O)cc1, CN(C)C=O. Product: COc1ccc(CN2Cc3c(Oc4ccc(NC(=O)c5cccn(-c6ccc(F)cc6)c5=O)nc4)ccnc3NC2=O)cc1. RXN SMILES: [CH:46]([N:47]([CH2:48][CH3:49])[CH:50]([CH3:51])[CH3:52])([CH3:53])[CH3:54].[F:29][c:30]1[cH:31][cH:32][c:33](-[n:36]2[c:37](=[O:45])[c:38]([C:42](=[O:43])[OH:44])[cH:39][cH:40][cH:41]2)[cH:34][cH:35]1.[NH2:1][c:2]1[cH:3][cH:4][c:5]([O:8][c:9]2[cH:10][cH:11][n:12][c:13]3[c:18]2[CH2:17][N:16]([CH2:19][c:20]2[cH:21][cH:22][c:23]([O:26][CH3:27])[cH:24][cH:25]2)[C:15](=[O:28])[NH:14]3)[cH:6][n:7]1.[O:55]=[CH:56][N:57]([CH3:58])[CH3:59]>>[NH:1]([c:2]1[cH:3][cH:4][c:5]([O:8][c:9]2[cH:10][cH:11][n:12][c:13]3[c:18]2[CH2:17][N:16]([CH2:19][c:20]2[cH:21][cH:22][c:23]([O:26][CH3:27])[cH:24][cH:25]2)[C:15](=[O:28])[NH:14]3)[cH:6][n:7]1)[C:42]([c:38]1[c:37](=[O:45])[n:36](-[c:33]2[cH:32][cH:31][c:30]([F:29])[cH:35][cH:34]2)[cH:41][cH:40][cH:39]1)=[O:43]. The reactants are CC(=O)N1CCNCC1, CCCC(C)C, CCOC(C)=O, O=[N+]([O-])c1ccc(F)c(Cl)c1, O. Product: CC(=O)N1CCN(c2ccc([N+](=O)[O-])cc2Cl)CC1. As a reaction SMILES: [C:12]([CH3:13])(=[O:14])[N:15]1[CH2:16][CH2:17][NH:18][CH2:19][CH2:20]1.[CH3:21][CH2:22][CH2:23][CH:24]([CH3:25])[CH3:26].[CH3:27][CH2:28][O:29][C:30]([CH3:31])=[O:32].[Cl:1][c:2]1[c:3]([F:11])[cH:4][cH:5][c:6]([N+:8](=[O:9])[O-:10])[cH:7]1.[OH2:33]>>[Cl:1][c:2]1[c:3]([N:18]2[CH2:17][CH2:16][N:15]([C:12]([CH3:13])=[O:14])[CH2:20][CH2:19]2)[cH:4][cH:5][c:6]([N+:8](=[O:9])[O-:10])[cH:7]1. Starting materials: [BH4-], CCO, [Na+], O=Cc1ccc(Oc2ccccc2)cc1. Yields the product OCc1ccc(Oc2ccccc2)cc1. RXN SMILES: [BH4-:1].[CH3:18][CH2:19][OH:20].[Na+:2].[O:3]([c:4]1[cH:5][cH:6][cH:7][cH:8][cH:9]1)[c:10]1[cH:11][cH:12][c:13]([CH:14]=[O:15])[cH:16][cH:17]1>>[O:3]([c:4]1[cH:5][cH:6][cH:7][cH:8][cH:9]1)[c:10]1[cH:11][cH:12][c:13]([CH2:14][OH:15])[cH:16][cH:17]1. Starting materials: teflon, BrC=1C=C(C(=O)NC=2SC3=C(N2)C(=CC=C3N(C)CCOC)OC)C=CN1 (2-bromo-N-{4-methoxy-7-[(2-methoxy-ethyl)-methyl-amino]-benzothiazol-2-yl}-isonicotinamide), N1CCOCC1 (morpholine), C([O-])([O-])=O.[Cs+].[Cs+] (cesium carbonate). Solvent: CN1C(CCC1)=O (N-methylpyrrolidone). Reaction conditions: temperature 140 celsius. Yields the product COC1=CC=C(C2=C1N=C(S2)NC(C2=CC(=NC=C2)N2CCOCC2)=O)N(C)CCOC (N-{4-methoxy-7-[(2-methoxy-ethyl)-methyl-amino]-benzothiazol-2-yl}-2-morpholin-4-yl-isonicotinamide). The yield is 49.7%. Reaction SMILES: Br[C:2]1[CH:3]=[C:4]([CH:25]=[CH:26][N:27]=1)[C:5]([NH:7][C:8]1[S:9][C:10]2[C:16]([N:17]([CH2:19][CH2:20][O:21][CH3:22])[CH3:18])=[CH:15][CH:14]=[C:13]([O:23][CH3:24])[C:11]=2[N:12]=1)=[O:6].[NH:28]1[CH2:33][CH2:32][O:31][CH2:30][CH2:29]1.C(=O)([O-])[O-].[Cs+].[Cs+]>CN1CCCC1=O>[CH3:24][O:23][C:13]1[C:11]2[N:12]=[C:8]([NH:7][C:5](=[O:6])[C:4]3[CH:25]=[CH:26][N:27]=[C:2]([N:28]4[CH2:33][CH2:32][O:31][CH2:30][CH2:29]4)[CH:3]=3)[S:9][C:10]=2[C:16]([N:17]([CH2:19][CH2:20][O:21][CH3:22])[CH3:18])=[CH:15][CH:14]=1 |f:2.3.4|. Procedure details: A stirred suspension of 200 mg (0.44 mmol) 2-bromo-N-{4-methoxy-7-[(2-methoxy-ethyl)-methyl-amino]-benzothiazol-2-yl}-isonicotinamide, 0.38 ml (4.43 mmol) morpholine and 289 mg (0.89 mmol) cesium carbonate in 5 ml N-methylpyrrolidone in a thick-walled glass pressure tube fitted with a teflon cap was heated at 140° C. for 24 h. The reaction mixture was then cooled to room temperature and poured onto water. The mixture was extracted three times with ethyl acetate, and the combined organic phases w...